From a dataset of the Open Reaction Database (ORD), a public repository of structured organic reaction records. describe an organic reaction: reactants, conditions, products, and yield The reactants are O=C(O)c1cccnc1Cl, NCc1ccccc1, c1ccncc1. Yields the product O=C(O)c1cccnc1NCc1ccccc1. RXN SMILES: [Cl:9][c:10]1[c:11]([C:12](=[O:13])[OH:14])[cH:15][cH:16][cH:17][n:18]1.[NH2:1][CH2:2][c:3]1[cH:4][cH:5][cH:6][cH:7][cH:8]1.[cH:19]1[cH:20][cH:21][n:22][cH:23][cH:24]1>>[NH:1]([CH2:2][c:3]1[cH:4][cH:5][cH:6][cH:7][cH:8]1)[c:10]1[c:11]([C:12](=[O:13])[OH:14])[cH:15][cH:16][cH:17][n:18]1. Reactants: COC(=O)C(Cc1ccc(-c2cn(C)c(=O)n(C)c2=O)cc1)NC(=O)c1c(C)cccc1Cl, CCO, [Na+], [OH-]. The product is Cc1cccc(Cl)c1C(=O)NC(Cc1ccc(-c2cn(C)c(=O)n(C)c2=O)cc1)C(=O)O. RXN SMILES: [CH3:1][O:2][C:3]([CH:4]([NH:5][C:6](=[O:7])[c:8]1[c:9]([Cl:15])[cH:10][cH:11][cH:12][c:13]1[CH3:14])[CH2:16][c:17]1[cH:18][cH:19][c:20](-[c:23]2[c:24](=[O:32])[n:25]([CH3:31])[c:26](=[O:30])[n:27]([CH3:29])[cH:28]2)[cH:21][cH:22]1)=[O:33].[CH3:36][CH2:37][OH:38].[Na+:35].[OH-:34]>>[O:2]=[C:3]([CH:4]([NH:5][C:6](=[O:7])[c:8]1[c:9]([Cl:15])[cH:10][cH:11][cH:12][c:13]1[CH3:14])[CH2:16][c:17]1[cH:18][cH:19][c:20](-[c:23]2[c:24](=[O:32])[n:25]([CH3:31])[c:26](=[O:30])[n:27]([CH3:29])[cH:28]2)[cH:21][cH:22]1)[OH:33]. Reactants: FC(CC1=CC=C(C=C1)C)(C(F)(F)F)F (4-(2,2,3,3,3-pentafluoropropyl)toluene), N(=NC(C#N)(C)C)C(C#N)(C)C (2,2′-azobisisobutyronitrile), BrN1C(CCC1=O)=O (N-bromosuccinimide). Run in C(Cl)(Cl)(Cl)Cl (carbon tetrachloride). Product: BrCC1=CC=C(C=C1)CC(C(F)(F)F)(F)F (1-(bromomethyl)-4-(2,2,3,3,3-pentafluoropropyl)benzene). Yield: 30.7%. RXN SMILES: [F:1][C:2]([F:15])([C:11]([F:14])([F:13])[F:12])[CH2:3][C:4]1[CH:9]=[CH:8][C:7]([CH3:10])=[CH:6][CH:5]=1.N(C(C)(C)C#N)=NC(C)(C)C#N.[Br:28]N1C(=O)CCC1=O>C(Cl)(Cl)(Cl)Cl>[Br:28][CH2:10][C:7]1[CH:6]=[CH:5][C:4]([CH2:3][C:2]([F:15])([F:1])[C:11]([F:13])([F:12])[F:14])=[CH:9][CH:8]=1. Reported procedure: To a solution of 4-(2,2,3,3,3-pentafluoropropyl)toluene (9.97 g, 39.4 mmol) in carbon tetrachloride (300 ml) were added 2,2′-azobisisobutyronitrile (0.33 g, 197 mmol) and N-bromosuccinimide (8.50 g, 47.3 mmol) and the mixture was heated under reflux overnight. After cooling to room temperature, insoluble material was filtered off, and the filtrated was concentrated under reduced pressure. The residue was purified by silica gel column chromatography (hexane:ethyl acetate=1:0, 50:1, 20:1) to give ... Starting materials: C(C)(=O)O[C@H]1[C@@H](O[C@@H]([C@H]([C@@H]1OC(C)=O)OC(C)=O)COC(C)=O)OC1=NNC(=C1CC1=C(C=C(C=C1)CCNC(=O)OCC1=CC=CC=C1)C)C(C)C (3-(2,3,4,6-Tetra-O-acetyl-β-D-glucopyranosyloxy)-4-({4-[2-(benzyloxycarbonylamino)ethyl]-2-methylphenyl}-methyl)-5-isopropyl-1H-pyrazole), C[O-].[Na+] (sodium methoxide). The solvent is CO (methanol). Conditions: time 2 hour. Product: C(C1=CC=CC=C1)OC(=O)NCCC1=CC(=C(C=C1)CC=1C(=NNC1C(C)C)O[C@H]1[C@H](O)[C@@H](O)[C@H](O)[C@H](O1)CO)C (4-({4-[2-(benzyloxycarbonylamino)ethyl]-2-methylphenyl}methyl)-3-(β-D-glucopyranosyloxy)-5-isopropyl-1H-pyrazole). As a reaction SMILES: C([O:4][C@@H:5]1[C@@H:10]([O:11]C(=O)C)[C@H:9]([O:15]C(=O)C)[C@@H:8]([CH2:19][O:20]C(=O)C)[O:7][C@H:6]1[O:24][C:25]1[C:29]([CH2:30][C:31]2[CH:36]=[CH:35][C:34]([CH2:37][CH2:38][NH:39][C:40]([O:42][CH2:43][C:44]3[CH:49]=[CH:48][CH:47]=[CH:46][CH:45]=3)=[O:41])=[CH:33][C:32]=2[CH3:50])=[C:28]([CH:51]([CH3:53])[CH3:52])[NH:27][N:26]=1)(=O)C.C[O-].[Na+]>CO>[CH2:43]([O:42][C:40]([NH:39][CH2:38][CH2:37][C:34]1[CH:35]=[CH:36][C:31]([CH2:30][C:29]2[C:25]([O:24][C@@H:6]3[O:7][C@H:8]([CH2:19][OH:20])[C@@H:9]([OH:15])[C@H:10]([OH:11])[C@H:5]3[OH:4])=[N:26][NH:27][C:28]=2[CH:51]([CH3:53])[CH3:52])=[C:32]([CH3:50])[CH:33]=1)=[O:41])[C:44]1[CH:45]=[CH:46][CH:47]=[CH:48][CH:49]=1 |f:1.2|. Procedure: 3-(2,3,4,6-Tetra-O-acetyl-β-D-glucopyranosyloxy)-4-({4-[2-(benzyloxycarbonylamino)ethyl]-2-methylphenyl}-methyl)-5-isopropyl-1H-pyrazole (20 mg) was dissolved in methanol (1 mL). To the solution was added sodium methoxide (28% methanol solution, 0.005 mL), and the mixture was stirred at room temperature for 2 hours. The reaction mixture was concentrated under reduced pressure, and the residue was purified by solid phase extraction on ODS (washing solvent: distilled water, eluent: methanol) to gi... Starting materials: CC=1N(C2=C(C=NC=3C=CC=CC23)N1)NC(OC(C)(C)C)=O (tert-Butyl N-(2-methyl-1H-imidazo[4,5-c]quinolin-1-yl)carbamate), Cl (HCl). The solvent is CCO (EtOH). Yields the product Cl.CC=1N(C2=C(C=NC=3C=CC=CC23)N1)N (2-methyl-1H-imidazo[4,5-c]quinolin-1-amine hydrochloride). As a reaction SMILES: [CH3:1][C:2]1[N:3]([NH:15]C(=O)OC(C)(C)C)[C:4]2[C:13]3[CH:12]=[CH:11][CH:10]=[CH:9][C:8]=3[N:7]=[CH:6][C:5]=2[N:14]=1.[ClH:23]>CCO>[ClH:23].[CH3:1][C:2]1[N:3]([NH2:15])[C:4]2[C:13]3[CH:12]=[CH:11][CH:10]=[CH:9][C:8]=3[N:7]=[CH:6][C:5]=2[N:14]=1 |f:3.4|. Procedure details: tert-Butyl N-(2-methyl-1H-imidazo[4,5-c]quinolin-1-yl)carbamate (5.00 g, 16.8 mmol) was dissolved in 40 mL of 1.65 M HCl in EtOH, and the reaction mixture was heated to reflux for 2 h. The reaction mixture was cooled and concentrated under reduced pressure to give a brown solid. The brown solid was crystallized from ethanol/H2O to give 3.13 g of 2-methyl-1H-imidazo[4,5-c]quinolin-1-amine hydrochloride. The reactants are [OH-].[Na+] (NaOH), P(Cl)(Cl)Cl (phosphorous trichloride), C(C)C1=[N+](C=CC(=C1)[N+](=O)[O-])[O-] (2-ethyl-4-nitro-pyridine 1-oxide). Run in C(Cl)Cl (CH2Cl2), C(Cl)Cl (CH2Cl2). Run at time 2 hour. Product: C(C)C1=NC=CC(=C1)[N+](=O)[O-] (2-Ethyl-4-nitro-pyridine). Reaction SMILES: P(Cl)(Cl)Cl.[CH2:5]([C:7]1[CH:12]=[C:11]([N+:13]([O-:15])=[O:14])[CH:10]=[CH:9][N+:8]=1[O-])[CH3:6].[OH-].[Na+]>C(Cl)Cl>[CH2:5]([C:7]1[CH:12]=[C:11]([N+:13]([O-:15])=[O:14])[CH:10]=[CH:9][N:8]=1)[CH3:6] |f:2.3|. Reported procedure: A solution of phosphorous trichloride (7.2 mL, 82 mmol) in CH2Cl2 was added to a cooled 0° C. solution of 2-ethyl-4-nitro-pyridine 1-oxide (3 g, 17.8 mmol) in CH2Cl2. The reaction was stirred for 2 hours and then warmed up to rt. After 3 hours the mixture was poured into ice, made basic with 15% NaOH and extracted with EtOAc. The organic extracts were dried over Na2SO4 and concentrated to a yellow oil that solidified on standing (2.56 g, 95%). 1H NMR (400 MHz, CDCl3): δ 1.40 (t, J=7.6 Hz, 3 H), ...